From a dataset of the Open Reaction Database (ORD), a public repository of structured organic reaction records. describe an organic reaction: reactants, conditions, products, and yield Reactants: S(=O)(=O)(Cl)Cl (Sulfuryl chloride), ClCC1=CC(NC(N1)=O)=O (6-chloromethyluracil), resultant solution, O (water). Solvent: C(C)(=O)O (acetic acid). Reaction conditions: time 3 hour. Product: ClC=1C(NC(NC1CCl)=O)=O (5-chloro-6-chloromethyluracil). Yield: 92.0%. As a reaction SMILES: S(Cl)([Cl:4])(=O)=O.[Cl:6][CH2:7][C:8]1[NH:13][C:12](=[O:14])[NH:11][C:10](=[O:15])[CH:9]=1.O>C(O)(=O)C>[Cl:4][C:9]1[C:10](=[O:15])[NH:11][C:12](=[O:14])[NH:13][C:8]=1[CH2:7][Cl:6]. Reported procedure: Sulfuryl chloride (120 ml) was added dropwise to a suspension of 6-chloromethyluracil (163 g) in acetic acid (500 ml) over 20 minutes at room temperature, and the mixture was stirred for an additional 3 hours at room temperature. The resultant solution was poured into iced water (500 ml), and then precipitated crystals were collected through filtration, to there by obtain 182.3 g of 5-chloro-6-chloromethyluracil (92% yield). Starting materials: [N+](=O)([O-])C=1C=C(C=CC1N)C1=C(C=CC=C1)C(F)(F)F (3-nitro-2′-trifluoromethyl-biphenyl-4-ylamine), acid chloride, C1(CCCCC1)C(=CC(=O)O)C (3-cyclohexyl-but-2-enoic acid), CC(=CC[C@@H]1[C@@](O1)(C)[C@H]2[C@@H]([C@@H](CC[C@]23CO3)OC(=O)/C=C/C=C/C=C/C=C/C(=O)O)OC)C (Fumagillin). Yields the product C1(CCCCC1)/C(=C/C1=NC2=C(N1)C=CC(=C2)C2=C(C=CC=C2)C(F)(F)F)/C ((E)-2-(2-Cyclohexyl-propenyl)-5-(2-trifluoromethyl-phenyl)-1H-benzimidazole). RXN SMILES: [CH:1]1([C:7]([CH3:12])=[CH:8][C:9](O)=O)[CH2:6][CH2:5][CH2:4][CH2:3][CH2:2]1.CC(C)=CC[C@H]1O[C@@]1([C@@H]1[C@]2(OC2)CC[C@@H](OC(/C=C/C=C/C=C/C=C/C(O)=O)=O)[C@H]1OC)C.[N+:46]([C:49]1[CH:50]=[C:51]([C:56]2[CH:61]=[CH:60][CH:59]=[CH:58][C:57]=2[C:62]([F:65])([F:64])[F:63])[CH:52]=[CH:53][C:54]=1[NH2:55])([O-])=O>>[CH:1]1(/[C:7](/[CH3:12])=[CH:8]/[C:9]2[NH:55][C:54]3[CH:53]=[CH:52][C:51]([C:56]4[CH:61]=[CH:60][CH:59]=[CH:58][C:57]=4[C:62]([F:63])([F:64])[F:65])=[CH:50][C:49]=3[N:46]=2)[CH2:6][CH2:5][CH2:4][CH2:3][CH2:2]1. Procedure details: (E)-2-(2-Cyclohexyl-propenyl)-5-(2-trifluoromethyl-phenyl)-1H-benzimidazole was prepared from the acid chloride of 3-cyclohexyl-but-2-enoic acid (prepared as described in YOUNG, S. T. et al., “Synthetic Studies in the Fumagillin Series”, J. Org. Chem., 1963, pp 928-932, Vol. 28) and 3-nitro-2′-trifluoromethyl-biphenyl-4-ylamine (prepared as described in Example 3, STEP A) according to the procedures s described in Example 3, STEPS B, C and D. Reactants: FC1=CC=C(C=C1)C=1SC=CC1C1=CC=C(C=C1)F (2,3-bis(4-fluorophenyl)thiophene), BrBr (bromine). Run in C(Cl)Cl (methylene chloride), C(C)(=O)O (acetic acid). Run at time 4 hour. Yields the product BrC1=CC(=C(S1)C1=CC=C(C=C1)F)C1=CC=C(C=C1)F (5-Bromo-2,3-bis(4-fluorophenyl)thiophene). Yield: 83.7%. Reaction SMILES: [F:1][C:2]1[CH:7]=[CH:6][C:5]([C:8]2[S:9][CH:10]=[CH:11][C:12]=2[C:13]2[CH:18]=[CH:17][C:16]([F:19])=[CH:15][CH:14]=2)=[CH:4][CH:3]=1.[Br:20]Br>C(Cl)Cl.C(O)(=O)C>[Br:20][C:10]1[S:9][C:8]([C:5]2[CH:6]=[CH:7][C:2]([F:1])=[CH:3][CH:4]=2)=[C:12]([C:13]2[CH:18]=[CH:17][C:16]([F:19])=[CH:15][CH:14]=2)[CH:11]=1. Procedure details: A solution of 2,3-bis(4-fluorophenyl)thiophene (13.6 g, 50 mmole) in 120 ml methylene chloride and 150 ml acetic acid was cooled to ~5° and treated with bromine (2.8 ml, 55 mmole). After 4 hours, the reaction mixture was concentrated in vacuo. The residue was dissolved in ethyl acetate and washed with saturated aqueous sodium bicarbonate and brine, dried and concentrated in vacuo. Recrystallization from ethanol gave the title compound (14.7 g), m.p. 91°-93°. Reactants: COC1=CC=C(C=C1)S(=O)(=O)N([C@@H](C(=O)O)C1CCN(CC1)C(=O)OCCC1=CC=CC2=CC=CC=C12)CC1=CC=NC=C1 (2-(R)-[(4-methoxybenzenesulfonyl)(4-picolyl)amino]-2-[(N-(2-(1-naphthyl)-ethoxycarbonyl))-4-piperidinyl] acetic acid), C(C)(C)(C)ON (O-t-butylhydroxylamine), CN1CCOCC1 (N-methylmorpholine), ON1N=NC2=C1N=CC=C2 (1-hydroxy-7-azabenzotriazole), Cl.C(C)N=C=NCCCN(C)C (1-ethyl-3-(3-dimethylaminopropyl)carbodiimide hydrochloride). The solvent is C(C)(=O)OCC (ethyl acetate), C(Cl)Cl (methylene chloride). Conditions: time 1.5 hour. Yields the product C(C)(C)(C)ONC([C@@H](C1CCN(CC1)C(=O)OCCC1=CC=CC2=CC=CC=C12)N(CC1=CC=NC=C1)S(=O)(=O)C1=CC=C(C=C1)OC)=O (N-(t-butyloxy)-2-(R)-[(4-methoxybenzenesulfonyl) (4-picolyl)amino]-2-[(N-(2-(1-naphthyl)-ethoxycarbonyl))-4-piperidinyl]acetamide). Isolated yield 72.3%. As a reaction SMILES: [CH3:1][O:2][C:3]1[CH:8]=[CH:7][C:6]([S:9]([N:12]([CH2:38][C:39]2[CH:44]=[CH:43][N:42]=[CH:41][CH:40]=2)[C@H:13]([CH:17]2[CH2:22][CH2:21][N:20]([C:23]([O:25][CH2:26][CH2:27][C:28]3[C:37]4[C:32](=[CH:33][CH:34]=[CH:35][CH:36]=4)[CH:31]=[CH:30][CH:29]=3)=[O:24])[CH2:19][CH2:18]2)[C:14](O)=[O:15])(=[O:11])=[O:10])=[CH:5][CH:4]=1.[C:45]([O:49][NH2:50])([CH3:48])([CH3:47])[CH3:46].CN1CCOCC1.ON1C2N=CC=CC=2N=N1.Cl.C(N=C=NCCCN(C)C)C>C(Cl)Cl.C(OCC)(=O)C>[C:45]([O:49][NH:50][C:14](=[O:15])[C@H:13]([N:12]([S:9]([C:6]1[CH:5]=[CH:4][C:3]([O:2][CH3:1])=[CH:8][CH:7]=1)(=[O:11])=[O:10])[CH2:38][C:39]1[CH:44]=[CH:43][N:42]=[CH:41][CH:40]=1)[CH:17]1[CH2:22][CH2:21][N:20]([C:23]([O:25][CH2:26][CH2:27][C:28]2[C:37]3[C:32](=[CH:33][CH:34]=[CH:35][CH:36]=3)[CH:31]=[CH:30][CH:29]=2)=[O:24])[CH2:19][CH2:18]1)([CH3:48])([CH3:47])[CH3:46] |f:4.5|. Reported procedure: To a solution of the crude 2-(R)-[(4-methoxybenzenesulfonyl)(4-picolyl)amino]-2-[(N-(2-(1-naphthyl)-ethoxycarbonyl))-4-piperidinyl] acetic acid (6.02 mmol) in methylene chloride (150 ml) is added O-t-butylhydroxylamine (2.27 g, 18.06 mmol), N-methylmorpholine (3.65 g, 36.12 mmol), 1-hydroxy-7-azabenzotriazole (819 mg, 6.02 mmol) and 1-ethyl-3-(3-dimethylaminopropyl)carbodiimide hydrochloride (1.5 g, 7.83 mmol). The reaction mixture is stirred at room temperature for 1.5 hours, diluted with ethyl... Starting materials: NCC(O)c1ccc2c(c1)OCO2, CC(C)=O, CCO, Cl, [H][H]. Product: CC(C)NCC(O)c1ccc2c(c1)OCO2, Cl. Reaction SMILES: [CH2:2]1[O:3][c:4]2[cH:5][c:6]([CH:11]([CH2:12][NH2:13])[OH:14])[cH:7][cH:8][c:9]2[O:10]1.[CH3:15][C:16]([CH3:17])=[O:18].[CH3:21][CH2:22][OH:23].[ClH:1].[H:19][H:20]>>[CH2:2]1[O:3][c:4]2[cH:5][c:6]([CH:11]([CH2:12][NH:13][CH:16]([CH3:15])[CH3:17])[OH:14])[cH:7][cH:8][c:9]2[O:10]1.[ClH:1]. The reactants are C(C)(=O)NNC(=O)C1=NC(=CC2=C1C(=NN2C(C2=CC=CC=C2)(C2=CC=CC=C2)C2=CC=CC=C2)OC)Cl (N′-acetyl-6-chloro-3-methoxy-1-trityl-1H-pyrazolo[4,3-c]pyridine-4-carbohydrazide), C(C)(=O)NNC(=O)C1=NC(=CC2=C1C(=NN2C(C2=CC=CC=C2)(C2=CC=CC=C2)C2=CC=CC=C2)OC)Cl (N′-acetyl-6-chloro-3-methoxy-1-trityl-1H-pyrazolo[4,3-c]pyridine-4-carbohydrazide), COC=1C=CC(=CC1)P2(=S)SP(=S)(S2)C=3C=CC(=CC3)OC (Lawesson's Reagent). Solvent: O1CCOCC1 (1,4-dioxane), C(Cl)Cl (DCM), CO (MeOH). Run at temperature 100 celsius, time 1 hour. The product is ClC1=CC2=C(C(=N1)C=1SC(=NN1)C)C(=NN2C(C2=CC=CC=C2)(C2=CC=CC=C2)C2=CC=CC=C2)OC (2-(6-chloro-3-methoxy-1-trityl-1H-pyrazolo[4,3-c]pyridin-4-yl)-5-methyl-1,3,4-thiadiazole). Reaction SMILES: [C:1]([NH:4][NH:5][C:6]([C:8]1[C:13]2[C:14]([O:36][CH3:37])=[N:15][N:16]([C:17]([C:30]3[CH:35]=[CH:34][CH:33]=[CH:32][CH:31]=3)([C:24]3[CH:29]=[CH:28][CH:27]=[CH:26][CH:25]=3)[C:18]3[CH:23]=[CH:22][CH:21]=[CH:20][CH:19]=3)[C:12]=2[CH:11]=[C:10]([Cl:38])[N:9]=1)=O)(=O)[CH3:2].COC1C=CC(P2(SP(C3C=CC(OC)=CC=3)(=S)S2)=[S:48])=CC=1>O1CCOCC1.C(Cl)Cl.CO>[Cl:38][C:10]1[N:9]=[C:8]([C:6]2[S:48][C:1]([CH3:2])=[N:4][N:5]=2)[C:13]2[C:14]([O:36][CH3:37])=[N:15][N:16]([C:17]([C:30]3[CH:35]=[CH:34][CH:33]=[CH:32][CH:31]=3)([C:24]3[CH:29]=[CH:28][CH:27]=[CH:26][CH:25]=3)[C:18]3[CH:23]=[CH:22][CH:21]=[CH:20][CH:19]=3)[C:12]=2[CH:11]=1. Reported procedure: N′-acetyl-6-chloro-3-methoxy-1-trityl-1H-pyrazolo[4,3-c]pyridine-4-carbohydrazide (48 mg, 0.091 mmol, see synthesis of intermediate 43B) was taken up in 1,4-dioxane (1.0 ml) and Lawesson's Reagent (27.7 mg, 0.068 mmol) was added. The reaction mixture was stirred at 100° C. for 1 hr. Room temperature was attained. The reaction mixture was diluted with DCM and MeOH and was concentrated in vacuo while loading onto silica gel. The products were purified by MPLC 5-30% EtOAc/hexanes to give 2-(6-chlor... Reaction SMILES: [C:44]([BH3-:45])#[N:46].[C:48](=[O:49])([OH:50])[O-:51].[CH2:33]([O:34][C:36]1([O:35][Si:39]([CH3:40])([CH3:41])[CH3:42])[CH2:37][CH2:38]1)[CH3:43].[CH3:1][C:2](=[O:3])[OH:4].[CH3:53][OH:54].[CH3:55][CH2:56][O:57][C:58](=[O:59])[CH3:60].[Na+:47].[Na+:52].[nH:5]1[c:6]([CH:14]2[NH:15][CH2:16][CH2:17][CH:18]([NH:20][C:21](=[O:22])[c:23]3[cH:24][c:25]4[c:26]([cH:31][cH:32]3)[O:27][CH2:28][CH2:29][O:30]4)[CH2:19]2)[n:7][c:8]2[c:9]1[cH:10][cH:11][cH:12][cH:13]2>>[nH:5]1[c:6]([CH:14]2[N:15]([CH:36]3[CH2:37][CH2:38]3)[CH2:16][CH2:17][CH:18]([NH:20][C:21](=[O:22])[c:23]3[cH:24][c:25]4[c:26]([cH:31][cH:32]3)[O:27][CH2:28][CH2:29][O:30]4)[CH2:19]2)[n:7][c:8]2[c:9]1[cH:10][cH:11][cH:12][cH:13]2. The product is O=C(NC1CCN(C2CC2)C(c2nc3ccccc3[nH]2)C1)c1ccc2c(c1)OCCO2. Starting materials: [BH3-]C#N, O=C([O-])O, CCOC1(O[Si](C)(C)C)CC1, CC(=O)O, CO, CCOC(C)=O, [Na+], [Na+], O=C(NC1CCNC(c2nc3ccccc3[nH]2)C1)c1ccc2c(c1)OCCO2. The reactants are B(Br)(Br)Br (Boron tribromide), O (water), COC1=CC=C(C=C1)SC1CC2=CC=CC=C2C1 (2-(p-methoxyphenylthio) indane), O (water). The solvent is ClCCl (dichloromethane), ClCCl (dichloromethane). Reaction conditions: time 10 minute. The product is OC1=CC=C(C=C1)SC1CC2=CC=CC=C2C1 (2-(p-hydroxyphenylthio)indane). Reaction SMILES: C[O:2][C:3]1[CH:8]=[CH:7][C:6]([S:9][CH:10]2[CH2:18][C:17]3[C:12](=[CH:13][CH:14]=[CH:15][CH:16]=3)[CH2:11]2)=[CH:5][CH:4]=1.B(Br)(Br)Br.O>ClCCl>[OH:2][C:3]1[CH:8]=[CH:7][C:6]([S:9][CH:10]2[CH2:18][C:17]3[C:12](=[CH:13][CH:14]=[CH:15][CH:16]=3)[CH2:11]2)=[CH:5][CH:4]=1. Procedure: A solution of 2-(p-methoxyphenylthio) indane (5 g) in dry dichloromethane (40 ml) was cooled to -70°. Boron tribromide (6 g) was added slowly with stirring at -70°. When addition was complete, the reaction mixture was kept at -70° for a further 10 minutes and then allowed to warm to room temperature. The mixture was left overnight and water (70 ml) then added slowly with stirring. The mixture was then poured into water (65 ml) and a further quantity (95 ml) of dichloromethane added, and the mixt... Reactants: BrBr (bromine), FC(C=1N=C(SC1)N)(F)F (4-trifluoromethyl-thiazole-2-ylamine). Solvent: C(C)OCC (diethyl ether). Run at time 1 hour. Product: Br.BrC1=C(N=C(S1)N)C(F)(F)F (5-Bromo-4-trifluoromethyl-thiazol-2-ylamine, hydrobromide). The yield is 162.9%. Reaction SMILES: [Br:1]Br.[F:3][C:4]([F:12])([F:11])[C:5]1[N:6]=[C:7]([NH2:10])[S:8][CH:9]=1>C(OCC)C>[BrH:1].[Br:1][C:9]1[S:8][C:7]([NH2:10])=[N:6][C:5]=1[C:4]([F:12])([F:11])[F:3] |f:3.4|. Reported procedure: Add bromine (2.0 mL, 6.28 g, 39.3 mmol) dropwise to an ice-bath cooled solution of 4-trifluoromethyl-thiazole-2-ylamine (6.0 g, 35.7 mmol) in diethyl ether (60 mL). Stir for one hour after the addition is complete and then warm to room temperature. Collect the solids by filtration and wash with diethyl ether to obtain the title compound (10.5 g, 90%). ES/MS m/z (79Br/81Br) 247/249 (M+1)+. Reactants: C1CCCCC1, CC(C)(CO)CCl, C[Si](C)(C)Cl, [OH], c1c[nH]cn1. The product is CC(C)(CCl)CO[Si](C)(C)C. Reaction SMILES: [CH2:19]1[CH2:20][CH2:21][CH2:22][CH2:23][CH2:24]1.[CH3:12][C:13]([CH2:14][OH:15])([CH2:16][Cl:17])[CH3:18].[CH3:2][Si:3]([CH3:4])([CH3:5])[Cl:6].[OH:1].[nH:7]1[cH:8][cH:9][n:10][cH:11]1>>[CH3:2][Si:3]([CH3:4])([CH3:5])[O:15][CH2:14][C:13]([CH3:12])([CH2:16][Cl:17])[CH3:18].